This data is from the Open Reaction Database (ORD), a public repository of structured organic reaction records. The task is: describe an organic reaction: reactants, conditions, products, and yield Starting materials: COC(C(N(C)S(=O)(=O)NC(=O)OCC1=CC=CC=C1)CCC(C)C)=O ((N-carbobenzyloxyaminosulfonyl) -2- (3-methylbutyl)-sarcosine methyl ester), CO (methanol). Reagents/catalysts: [Pd] (Pd/C). Conditions: time 3.5 hour. Yields the product COC(C(NC)CCC(C)C)=O (2-(3-methylbutyl)-sarcosine methyl ester), COC(C(NS(=O)(=O)N)(C)CCC)=O (N-aminosulfonyl-2-propyl-DL-alanine methyl ester). As a reaction SMILES: [CH3:1][O:2][C:3](=[O:26])[CH:4]([CH2:21][CH2:22][CH:23]([CH3:25])[CH3:24])[N:5]([S:7]([NH:10]C(OCC1C=CC=CC=1)=O)(=[O:9])=[O:8])[CH3:6].[CH3:27]O>[Pd]>[CH3:1][O:2][C:3](=[O:26])[CH:4]([CH2:21][CH2:22][CH:23]([CH3:24])[CH3:25])[NH:5][CH3:6].[CH3:1][O:2][C:3](=[O:26])[C:4]([CH2:21][CH2:22][CH3:23])([CH3:27])[NH:5][S:7]([NH2:10])(=[O:8])=[O:9]. Procedure: A solution of (N-carbobenzyloxyaminosulfonyl) -2- (3-methylbutyl)-sarcosine methyl ester (20.6 g, 53.17 mmol) in 200 ml of methanol under nitrogen was cooled to 0° C. and 1.5 g of 10% Pd/C was added. The mixture was placed into a Parr Apparatus and hydrogenated for 3.5 hours. The catalyst was removed on a pad of CELITE® and the filtrate was concentrated in vacuo to afford 13.24 g (98.6%) of N-aminosulfonyl) -2-(3-methylbutyl)-sarcosine methyl ester (Formula VII: R=CH3 ; R1 =H; R2 =(CH2)2CH(CH3)2...